The task is: describe an organic reaction: reactants, conditions, products, and yield. This data is from the Open Reaction Database (ORD), a public repository of structured organic reaction records. Reactants: B(Br)(Br)Br (BBr3), COC=1C=C(CNC2CCCCC2)C=CC1 (N-(3-methoxybenzyl)-cyclohexylamine). Solvent: C(Cl)Cl (CH2Cl2). Run at time 3 hour. Product: OC=1C=C(CNC2CCCCC2)C=CC1 (N-(3-hydroxybenzyl)-cyclohexylamine). Yield: 50.0%. Reaction SMILES: B(Br)(Br)Br.C[O:6][C:7]1[CH:8]=[C:9]([CH:18]=[CH:19][CH:20]=1)[CH2:10][NH:11][CH:12]1[CH2:17][CH2:16][CH2:15][CH2:14][CH2:13]1>C(Cl)Cl>[OH:6][C:7]1[CH:8]=[C:9]([CH:18]=[CH:19][CH:20]=1)[CH2:10][NH:11][CH:12]1[CH2:17][CH2:16][CH2:15][CH2:14][CH2:13]1. Procedure details: Under argon atmosphere, BBr3 (9.1 mL of 1M solution in CH2Cl2 9.1 mmol) was slowly added at 0° C. to a solution of N-(3-methoxybenzyl)-cyclohexylamine in CH2Cl2 (40 mL). After stirring 3 h at room temperature, the reaction mixture was quenched with saturated sodium bicarbonate and extracted with ethyl acetate. The organic phase was washed with brine, dried over magnesium sulfate, filtered, and evaporated to provide 314 mg of cyclohexylamine 22 (50% yield) which was used without further purificat...